From a dataset of the Open Reaction Database (ORD), a public repository of structured organic reaction records. describe an organic reaction: reactants, conditions, products, and yield Reactants: C(C)OC(COC=1C=C(C=CC1)C1=CC=C(S1)C(=O)OCC)OCC (Ethyl 5-(3-{[2,2-bis(ethyloxy)ethyl]oxy}phenyl)-2-thiophenecarboxylate), FC(C(=O)O)(F)F (trifluoroacetic acid). Run in C(Cl)(Cl)Cl (chloroform), C(Cl)(Cl)Cl (chloroform), C([O-])(O)=O.[Na+] (sodium bicarbonate). Run at temperature 0 celsius, time 6 hour. Product: O=CCOC=1C=C(C=CC1)C1=CC=C(S1)C(=O)OCC (Ethyl 5-{3-[(2-oxoethyl)oxy]phenyl}-2-thiophenecarboxylate). Reaction SMILES: C([O:3][CH:4](OCC)[CH2:5][O:6][C:7]1[CH:8]=[C:9]([C:13]2[S:17][C:16]([C:18]([O:20][CH2:21][CH3:22])=[O:19])=[CH:15][CH:14]=2)[CH:10]=[CH:11][CH:12]=1)C.FC(F)(F)C(O)=O>C(Cl)(Cl)Cl.C(=O)(O)[O-].[Na+]>[O:3]=[CH:4][CH2:5][O:6][C:7]1[CH:8]=[C:9]([C:13]2[S:17][C:16]([C:18]([O:20][CH2:21][CH3:22])=[O:19])=[CH:15][CH:14]=2)[CH:10]=[CH:11][CH:12]=1 |f:3.4|. Procedure: Ethyl 5-(3-{[2,2-bis(ethyloxy)ethyl]oxy}phenyl)-2-thiophenecarboxylate (Intermediate KK-2-3) (1.41 g, 3.87 mmol) was dissolved in 20 ml of chloroform and cooled to 0° C. 5 ml of 50% aqueous trifluoroacetic acid solution was added. The mixture was stirred for 15 h at room temperature and 6 h at 65° C., cooled, diluted with chloroform and neutralized with saturated sodium bicarbonate solution. The organic layer was separated, washed with brine, dried over magnesium sulfate and concentrated in vacu... The reactants are BrC1=NN(C=C1)CC12CC3CC(CC(C1)C3)C2 (3-bromotricyclo[3.3.1.13,7]dec-1-ylmethyl-1H-pyrazole), NC(=S)N (thiourea), Br (HBr). The solvent is C(C)(=O)O (acetic acid). Reaction conditions: temperature 100 celsius, time 8 hour. Yields the product N1(N=CC=C1)CC12CC3(CC(CC(C1)C3)C2)S (3-(1H-pyrazol-1-ylmethyl)tricyclo[3.3.1.13,7]decane-1-thiol). As a reaction SMILES: Br[C:2]1[CH:6]=[CH:5][N:4]([CH2:7][C:8]23[CH2:17][CH:12]4[CH2:13][CH:14]([CH2:16][CH:10]([CH2:11]4)[CH2:9]2)[CH2:15]3)[N:3]=1.NC(N)=[S:20].Br>C(O)(=O)C>[N:4]1([CH2:7][C:8]23[CH2:17][CH:12]4[CH2:13][CH:14]([CH2:16][C:10]([SH:20])([CH2:11]4)[CH2:9]2)[CH2:15]3)[CH:5]=[CH:6][CH:2]=[N:3]1. Procedure details: A solution of EXAMPLE 26A (2.0 g) and thiourea (2.0 g) in a solvent mixture of acetic acid (20 mL) and 48% aqueous HBr solution (10 mL) was heated to 100° C. for 24 hours. The reaction was concentrated to dryness, and the residue was dissolved in 20% v/v ethanol in water (100 mL). Solid sodium hydroxide (10 g) was added, and the mixture was stirred overnight. The solution was acidified to pH 1 with concentrated HCl solution, and diluted with ethyl acetate (100 mL). The layers were separated, and... Reactants: CCO, ClCc1ccccc1, Nc1nnc(S)s1, [Na+], [OH-], O. Yields the product Nc1nnc(SCc2ccccc2)s1. Reaction SMILES: [CH3:19][CH2:20][OH:21].[Cl:10][CH2:11][c:12]1[cH:13][cH:14][cH:15][cH:16][cH:17]1.[NH2:1][c:2]1[s:3][c:4]([SH:7])[n:5][n:6]1.[Na+:9].[OH-:8].[OH2:18]>>[NH2:1][c:2]1[s:3][c:4]([S:7][CH2:11][c:12]2[cH:13][cH:14][cH:15][cH:16][cH:17]2)[n:5][n:6]1. Starting materials: FC1=C(N)C=C(C(=C1)Cl)O (2-fluoro-4-chloro-5-hydroxyaniline), C/C/1=C(/C(=O)OC1=O)\C (dimethylmaleic acid anhydride). Run in C(CC)(=O)O (propionic acid). Run at time 12 hour. Product: FC1=C(C=C(C(=C1)Cl)O)N1C(C(=C(C1=O)C)C)=O (N-(2-fluoro-4-chloro-5-hydroxyphenyl)-2,3-dimethylmaleic acid imide). Isolated yield 101.6%. Reaction SMILES: [F:1][C:2]1[CH:8]=[C:7]([Cl:9])[C:6]([OH:10])=[CH:5][C:3]=1[NH2:4].[CH3:11][C:12]1=[C:13]([CH3:19])[C:14]([O:16][C:17]1=O)=[O:15]>C(O)(=O)CC>[F:1][C:2]1[CH:8]=[C:7]([Cl:9])[C:6]([OH:10])=[CH:5][C:3]=1[N:4]1[C:14](=[O:15])[C:13]([CH3:19])=[C:12]([CH3:11])[C:17]1=[O:16]. Procedure: A mixture of 16.1 g of 2-fluoro-4-chloro-5-hydroxyaniline and 12.6 g of dimethylmaleic acid anhydride in 100 ml of propionic acid are heated to 150° and stirred for 12 hours at that temperature. The reaction mixture is then allowed to cool and concentrated. The residue is cristallized from methanol and yields 27.3 g of N-(2-fluoro-4-chloro-5-hydroxyphenyl)-2,3-dimethylmaleic acid imide melting at 170°-171°. Reaction conditions: time 15 minute. Yields the product C(C)(C)(C)OC(NC(C(C)C)C(NC(C)C(NC(CC(N1CC=2N(CC1)C(=NN2)C(F)(F)F)=O)CC2=C(C=C(C(=C2)F)F)F)=O)=O)=O ((2-Methyl-1-{1-[3-oxo-1-(2,4,5-trifluoro-benzyl)-3-(3-trifluoromethyl-5,6-dihydro-8H-[1,2,4]triazolo[4,3-a]pyrazin-7-yl)-propylcarbamoyl]-ethylcarbamoyl}-propyl)-carbamic acid tert-butyl ester). RXN SMILES: [C:1]([O:5][C:6]([NH:8][CH:9]([CH:13]([CH3:15])[CH3:14])[C:10]([OH:12])=O)=[O:7])([CH3:4])([CH3:3])[CH3:2].[NH2:16][CH:17]([CH3:48])[C:18]([NH:20][CH:21]([CH2:38][C:39]1[CH:44]=[C:43]([F:45])[C:42]([F:46])=[CH:41][C:40]=1[F:47])[CH2:22][C:23](=[O:37])[N:24]1[CH2:29][CH2:28][N:27]2[C:30]([C:33]([F:36])([F:35])[F:34])=[N:31][N:32]=[C:26]2[CH2:25]1)=[O:19]>C(Cl)Cl>[C:1]([O:5][C:6](=[O:7])[NH:8][CH:9]([C:10](=[O:12])[NH:16][CH:17]([C:18](=[O:19])[NH:20][CH:21]([CH2:38][C:39]1[CH:44]=[C:43]([F:45])[C:42]([F:46])=[CH:41][C:40]=1[F:47])[CH2:22][C:23](=[O:37])[N:24]1[CH2:29][CH2:28][N:27]2[C:30]([C:33]([F:35])([F:34])[F:36])=[N:31][N:32]=[C:26]2[CH2:25]1)[CH3:48])[CH:13]([CH3:15])[CH3:14])([CH3:2])([CH3:3])[CH3:4]. Isolated yield 57.7%. Reported procedure: To a stirred solution of 2-tert-Butoxycarbonylamino-3-methyl-butyric acid (0.390 gm, 0.00179 moles) in CH2Cl2 (40 ml) was added at 0° C. The reaction mixture was then stirred for 15 minutes. To this stirred solution was added 2-Amino-N-[3-oxo-1-(2,4,5-trifluoro-benzyl)-3-(3-trifluoromethyl-5,6-dihydro-8H-[1,2,4]triazolo[4,3-a]pyrazin-7-yl)-propyl]-propionamide (0.860 gm, 0.00179 moles) at 0° C. The reaction mixture was then stirred for overnight. Dicyclohexyl urea was removed by filtration and f... Solvent: C(Cl)Cl (CH2Cl2). The reactants are C(C)(C)(C)OC(=O)NC(C(=O)O)C(C)C (2-tert-Butoxycarbonylamino-3-methyl-butyric acid), NC(C(=O)NC(CC(N1CC=2N(CC1)C(=NN2)C(F)(F)F)=O)CC2=C(C=C(C(=C2)F)F)F)C (2-Amino-N-[3-oxo-1-(2,4,5-trifluoro-benzyl)-3-(3-trifluoromethyl-5,6-dihydro-8H-[1,2,4]triazolo[4,3-a]pyrazin-7-yl)-propyl]-propionamide). Product: ClCCc1cccc(C2CCCCC2)c1. Starting materials: OCCc1cccc(C2CCCCC2)c1, O, O=S(Cl)Cl, c1ccncc1. RXN SMILES: [CH:1]1([c:7]2[cH:8][c:9]([CH2:13][CH2:14][OH:15])[cH:10][cH:11][cH:12]2)[CH2:2][CH2:3][CH2:4][CH2:5][CH2:6]1.[OH2:26].[S:22]([Cl:23])([Cl:24])=[O:25].[cH:16]1[cH:17][cH:18][n:19][cH:20][cH:21]1>>[CH:1]1([c:7]2[cH:8][c:9]([CH2:13][CH2:14][Cl:24])[cH:10][cH:11][cH:12]2)[CH2:2][CH2:3][CH2:4][CH2:5][CH2:6]1.